Dataset: the Open Reaction Database (ORD), a public repository of structured organic reaction records. Task: describe an organic reaction: reactants, conditions, products, and yield The reactants are BrC1=CC(=C(N)C=C1)F (4-bromo-2-fluoroaniline), TEA, N(=C=O)C1=CC=C(C(=O)OCC)C=C1 (ethyl 4-isocyanatobenzoate). Run in C(Cl)Cl (DCM). Run at time 3 hour. The product is C(C)OC(C1=CC=C(C=C1)NC(=O)NC1=C(C=C(C=C1)Br)F)=O (4-[3-(4-Bromo-2-fluoro-phenyl)-ureido]-benzoic acid ethyl ester). Isolated yield 70.6%. RXN SMILES: [Br:1][C:2]1[CH:8]=[CH:7][C:5]([NH2:6])=[C:4]([F:9])[CH:3]=1.[N:10]([C:13]1[CH:23]=[CH:22][C:16]([C:17]([O:19][CH2:20][CH3:21])=[O:18])=[CH:15][CH:14]=1)=[C:11]=[O:12]>C(Cl)Cl>[CH2:20]([O:19][C:17](=[O:18])[C:16]1[CH:22]=[CH:23][C:13]([NH:10][C:11]([NH:6][C:5]2[CH:7]=[CH:8][C:2]([Br:1])=[CH:3][C:4]=2[F:9])=[O:12])=[CH:14][CH:15]=1)[CH3:21]. Reported procedure: To a solution of 4-bromo-2-fluoroaniline (0.5 g, 0.0026 mol) and TEA (0.38 mL, 0.0026 mol) in DCM (15 mL) was added ethyl 4-isocyanatobenzoate (0.503 g, 0.0026 mol). The reaction mixture was stirred at room temperature for 3 h. The white solid was obtained and was filtered and dried to afford the title compound [0.7 g, 70%]; LC-MS (ESI): Calculated mass: 380.0; Observed mass: 381.0 [M+H]+ (RT: 1.78 min). Starting materials: COc1cc[nH]c1C=C1C(=O)Nc2cccc(Br)c21, O=C([O-])[O-], COCCOC, [Na+], [Na+], OB(O)c1ccc(O)cc1. Product: COc1cc[nH]c1C=C1C(=O)Nc2cccc(-c3ccc(O)cc3)c21. RXN SMILES: [Br:11][c:12]1[c:13]2[c:17]([cH:18][cH:19][cH:20]1)[NH:16][C:15](=[O:21])[C:14]2=[CH:22][c:23]1[nH:24][cH:25][cH:26][c:27]1[O:28][CH3:29].[C:30](=[O:31])([O-:32])[O-:33].[CH3:36][O:37][CH2:38][CH2:39][O:40][CH3:41].[Na+:34].[Na+:35].[OH:1][c:2]1[cH:3][cH:4][c:5]([B:8]([OH:9])[OH:10])[cH:6][cH:7]1>>[OH:1][c:2]1[cH:3][cH:4][c:5](-[c:12]2[c:13]3[c:17]([cH:18][cH:19][cH:20]2)[NH:16][C:15](=[O:21])[C:14]3=[CH:22][c:23]2[nH:24][cH:25][cH:26][c:27]2[O:28][CH3:29])[cH:6][cH:7]1. Reaction SMILES: [NH2:1][C:2]1[CH:3]=[C:4]([OH:9])[CH:5]=[CH:6][C:7]=1[Cl:8].[Cl:10][C:11]1[CH:16]=[CH:15][C:14]([S:17][CH:18]([C:22](=O)[CH3:23])[C:19](=O)[CH3:20])=[CH:13][CH:12]=1.O.C1(C)C=CC(S(O)(=O)=O)=CC=1>>[Cl:8][C:7]1[C:2]2[N:1]=[C:22]([CH3:23])[C:18]([S:17][C:14]3[CH:13]=[CH:12][C:11]([Cl:10])=[CH:16][CH:15]=3)=[C:19]([CH3:20])[C:3]=2[C:4]([OH:9])=[CH:5][CH:6]=1 |f:2.3|. Procedure details: A mixture of 3-amino-4-chlorophenol (0.36 g), 3-(4-chlorophenylsulfanyl)pentane-2,4-dione (0.61 g) and p-toluenesulfonic acid monohydrate (0.040 g) was heated at 140° C. for 10 hours. The mixture was cooled to room temperature and purified by column chromatography on silica gel, eluting with a mixture of dichloromethane and ethyl acetate (1:0 to 0:1 by volume) to afford title compound as a brown oil, 0.050 g. The product is ClC1=CC=C(C=2C(=C(C(=NC12)C)SC1=CC=C(C=C1)Cl)C)O (8-chloro-3-(4-chlorophenylsulfanyl)-2,4-dimethylquinolin-5-ol). Conditions: temperature 140 celsius. Starting materials: NC=1C=C(C=CC1Cl)O (3-amino-4-chlorophenol), ClC1=CC=C(C=C1)SC(C(C)=O)C(C)=O (3-(4-chlorophenylsulfanyl)pentane-2,4-dione), O.C1(=CC=C(C=C1)S(=O)(=O)O)C (p-toluenesulfonic acid monohydrate). Reactants: COC1=CC=C(C=C1)C1=CC=C(C=C1)OCC=1C=C(OC1C)C(=O)O (4-(4′-Methoxy-biphenyl-4-yloxymethyl)-5-methyl-furan-2-carboxylic acid), C(C)(C)(C)OC(NCC1=CC=C(C=C1)S(N)(=O)=O)=O ((4-sulphamoyl-benzyl)-carbamic acid tert-butyl ester), C(N)(OC(C)(C)C)=O (tert-butyl carbamate), FC(C(=O)O)(F)F.ClCCl (trifluoroacetic acid dichloromethane). As a reaction SMILES: [CH3:1][O:2][C:3]1[CH:8]=[CH:7][C:6]([C:9]2[CH:14]=[CH:13][C:12]([O:15][CH2:16][C:17]3[CH:18]=[C:19]([C:23](O)=[O:24])[O:20][C:21]=3[CH3:22])=[CH:11][CH:10]=2)=[CH:5][CH:4]=1.C(OC(=O)[NH:32][CH2:33][C:34]1[CH:39]=[CH:38][C:37]([S:40](=[O:43])(=[O:42])[NH2:41])=[CH:36][CH:35]=1)(C)(C)C.C(=O)(OC(C)(C)C)N.[F:53][C:54]([F:59])([F:58])[C:55]([OH:57])=[O:56].ClCCl>>[F:53][C:54]([F:59])([F:58])[C:55]([OH:57])=[O:56].[NH2:32][CH2:33][C:34]1[CH:35]=[CH:36][C:37]([S:40]([NH:41][C:23]([C:19]2[O:20][C:21]([CH3:22])=[C:17]([CH2:16][O:15][C:12]3[CH:13]=[CH:14][C:9]([C:6]4[CH:7]=[CH:8][C:3]([O:2][CH3:1])=[CH:4][CH:5]=4)=[CH:10][CH:11]=3)[CH:18]=2)=[O:24])(=[O:42])=[O:43])=[CH:38][CH:39]=1 |f:3.4,5.6|. Yields the product FC(C(=O)O)(F)F.NCC1=CC=C(C=C1)S(=O)(=O)NC(=O)C=1OC(=C(C1)COC1=CC=C(C=C1)C1=CC=C(C=C1)OC)C (4-Aminomethyl-N-[4-(4′-methoxy-biphenyl-4-yloxymethyl)-5-methyl-furan-2-carbonyl]-benzenesulfonamide trifluoroacetate). Procedure: 4-(4′-Methoxy-biphenyl-4-yloxymethyl)-5-methyl-furan-2-carboxylic acid (4) (50 mg) was reacted with (4-sulphamoyl-benzyl)-carbamic acid tert-butyl ester (85 mg) in an analogous manner to that described in Example 2A. The intermediate tert-butyl carbamate was hydrolysed with 1% trifluoroacetic acid/dichloromethane over 24 hours, then concentrated in vacuo to give compound 12 as a white solid (10 mg). LC/MS System C: Rt=4.67 mins, m/z (ES−)=493 (M− 1 for C27H26N2O6S). The reactants are CCOC(=O)C(C)=O, Nc1ccc(Cl)c(C(F)(F)F)c1. The product is CCOC(=O)C(C)Nc1ccc(Cl)c(C(F)(F)F)c1. RXN SMILES: [C:13]([C:14](=[O:15])[CH3:16])(=[O:17])[O:18][CH2:19][CH3:20].[NH2:1][c:2]1[cH:3][cH:4][c:5]([Cl:6])[c:7]([C:9]([F:10])([F:11])[F:12])[cH:8]1>>[NH:1]([c:2]1[cH:3][cH:4][c:5]([Cl:6])[c:7]([C:9]([F:10])([F:11])[F:12])[cH:8]1)[CH:14]([C:13](=[O:17])[O:18][CH2:19][CH3:20])[CH3:16].